Dataset: the Open Reaction Database (ORD), a public repository of structured organic reaction records. Task: describe an organic reaction: reactants, conditions, products, and yield Starting materials: [N-]=C=S (isothiocyanate), CNN (methyl hydrazine), C(C1=CC=CC=C1)(=O)C1=C(C=CC(=C1)Cl)N=C=S (2-benzoyl-4-chlorophenylisothiocyanate). Run in C(C)OCC (ethyl ether), C(C)OCC (ethyl ether), C(C)OCC (ethyl ether). The product is C(C1=CC=CC=C1)(=O)C1=C(C=CC(=C1)Cl)NC(=S)N(N)C (N-(2-benzoyl-4-chlorophenyl)-methyl-hydrazinecarbothioamide). Isolated yield 91.0%. Reaction SMILES: [C:1]([C:9]1[CH:14]=[C:13]([Cl:15])[CH:12]=[CH:11][C:10]=1[N:16]=[C:17]=[S:18])(=[O:8])[C:2]1[CH:7]=[CH:6][CH:5]=[CH:4][CH:3]=1.[CH3:19][NH:20][NH2:21].[N-]=C=S>C(OCC)C>[C:1]([C:9]1[CH:14]=[C:13]([Cl:15])[CH:12]=[CH:11][C:10]=1[NH:16][C:17]([N:20]([CH3:19])[NH2:21])=[S:18])(=[O:8])[C:2]1[CH:3]=[CH:4][CH:5]=[CH:6][CH:7]=1. Procedure details: A solution of 5.48 grams (0.02 mole) of 2-benzoyl-4-chlorophenylisothiocyanate in about 50 ml of ethyl ether was added dropwise to a solution containing 1.5 ml (0.028 mole) of methyl hydrazine (98%) in about 50 ml of ethyl ether cooled in an ice bath. Additional ethyl ether was added to facilitate stirring. Following addition of the isothiocyanate, the reaction mixture was stirred at room temperature for about 30 minutes. The solid was collected and washed with additional ethyl ether to yield 5.... The reactants are CCCC(=O)c1cnc2c(OC)csc2c1Cl, COc1ccccc1, Cc1cc(O)ccc1N. The product is CCCC(=O)c1cnc2c(OC)csc2c1Nc1ccc(O)cc1C. Reaction SMILES: [C:1]([CH2:2][CH2:3][CH3:4])(=[O:5])[c:6]1[c:7]([Cl:17])[c:8]2[c:9]([n:10][cH:11]1)[c:12]([O:15][CH3:16])[cH:13][s:14]2.[CH3:27][O:28][c:29]1[cH:30][cH:31][cH:32][cH:33][cH:34]1.[OH:18][c:19]1[cH:20][c:21]([CH3:26])[c:22]([NH2:23])[cH:24][cH:25]1>>[C:1]([CH2:2][CH2:3][CH3:4])(=[O:5])[c:6]1[c:7]([NH:23][c:22]2[c:21]([CH3:26])[cH:20][c:19]([OH:18])[cH:25][cH:24]2)[c:8]2[c:9]([n:10][cH:11]1)[c:12]([O:15][CH3:16])[cH:13][s:14]2. The reactants are [H-].C(C(C)C)[Al+]CC(C)C (diisobutylaluminum hydride), FC=1C=C(C=C(C1)OC=1C=NC=CC1)NS(=O)(=O)C1=C(C(=O)OC)C=CC=C1 (methyl 2-({[3-fluoro-5-(pyridin-3-yloxy)phenyl]amino}sulfonyl)benzoate), [C@@H]([C@H](C(=O)[O-])O)(C(=O)[O-])O.[Na+].[K+] (Rochelle salt), C(C)(=O)OCC (ethyl acetate). Solvent: O1CCCC1 (tetrahydrofuran), O1CCCC1 (tetrahydrofuran). Conditions: time 1 hour. The product is FC=1C=C(C=C(C1)OC=1C=NC=CC1)NS(=O)(=O)C1=C(C=CC=C1)CO (N-[3-fluoro-5-(pyridin-3-yloxy)phenyl]-2-(hydroxymethyl)benzenesulfonamide). RXN SMILES: [H-].C([Al+]CC(C)C)C(C)C.[F:11][C:12]1[CH:13]=[C:14]([NH:25][S:26]([C:29]2[CH:38]=[CH:37][CH:36]=[CH:35][C:30]=2[C:31](OC)=[O:32])(=[O:28])=[O:27])[CH:15]=[C:16]([O:18][C:19]2[CH:20]=[N:21][CH:22]=[CH:23][CH:24]=2)[CH:17]=1.[C@H](O)(C([O-])=O)[C@@H](O)C([O-])=O.[Na+].[K+].C(OCC)(=O)C>O1CCCC1>[F:11][C:12]1[CH:13]=[C:14]([NH:25][S:26]([C:29]2[CH:38]=[CH:37][CH:36]=[CH:35][C:30]=2[CH2:31][OH:32])(=[O:28])=[O:27])[CH:15]=[C:16]([O:18][C:19]2[CH:20]=[N:21][CH:22]=[CH:23][CH:24]=2)[CH:17]=1 |f:0.1,3.4.5|. Procedure: A solution of 1.0M diisobutylaluminum hydride in tetrahydrofuran (7.50 ml) was added to a solution of methyl 2-({[3-fluoro-5-(pyridin-3-yloxy)phenyl]amino}sulfonyl)benzoate (1.50 g) in tetrahydrofuran (22 ml) at 0° C., and the reaction solution was stirred at the same temperature for 1 hour. A saturated aqueous solution of Rochelle salt and ethyl acetate were added to the reaction solution, and the mixture was stirred for 30 minutes, followed by being extracted with ethyl acetate. The combined o...